Dataset: the Open Reaction Database (ORD), a public repository of structured organic reaction records. Task: describe an organic reaction: reactants, conditions, products, and yield The reactants are COC(=O)C(Cc1ccc2[nH]c(C)nc2c1)NC(=O)OCc1ccccc1, C[Si](C)(C)CCS(=O)(=O)Cl, CC#N, [Na+], [Na+], O=C([O-])[O-]. Yields the product COC(=O)C(Cc1ccc2c(c1)nc(C)n2S(=O)(=O)CC[Si](C)(C)C)NC(=O)OCc1ccccc1. RXN SMILES: [CH3:1][O:2][C:3]([CH:4]([CH2:5][c:6]1[cH:7][c:8]2[c:9]([nH:10][c:11]([CH3:13])[n:12]2)[cH:14][cH:15]1)[NH:16][C:17](=[O:18])[O:19][CH2:20][c:21]1[cH:22][cH:23][cH:24][cH:25][cH:26]1)=[O:27].[CH3:34][Si:35]([CH2:36][CH2:37][S:38](=[O:39])(=[O:40])[Cl:41])([CH3:42])[CH3:43].[CH3:44][C:45]#[N:46].[Na+:28].[Na+:29].[O-:30][C:31](=[O:32])[O-:33]>>[CH3:1][O:2][C:3]([CH:4]([CH2:5][c:6]1[cH:7][c:8]2[c:9]([n:10]([S:38]([CH2:37][CH2:36][Si:35]([CH3:34])([CH3:42])[CH3:43])(=[O:39])=[O:40])[c:11]([CH3:13])[n:12]2)[cH:14][cH:15]1)[NH:16][C:17](=[O:18])[O:19][CH2:20][c:21]1[cH:22][cH:23][cH:24][cH:25][cH:26]1)=[O:27]. RXN SMILES: [C:15](=[O:16])([O-:17])[O-:18].[CH3:30][N:31]([CH3:32])[CH:33]=[O:34].[Cl:21][CH2:22][c:23]1[o:24][c:25]([CH3:28])[n:26][n:27]1.[K+:19].[K+:20].[OH2:29].[OH:1][c:2]1[cH:3][cH:4][c:5]([O:6][c:7]2[cH:8][cH:9][cH:10][cH:11][cH:12]2)[cH:13][cH:14]1>>[O:1]([c:2]1[cH:3][cH:4][c:5]([O:6][c:7]2[cH:8][cH:9][cH:10][cH:11][cH:12]2)[cH:13][cH:14]1)[CH2:22][c:23]1[o:24][c:25]([CH3:28])[n:26][n:27]1. The product is Cc1nnc(COc2ccc(Oc3ccccc3)cc2)o1. Reactants: O=C([O-])[O-], CN(C)C=O, Cc1nnc(CCl)o1, [K+], [K+], O, Oc1ccc(Oc2ccccc2)cc1. The reactants are CC(c1ccccc1)N1CCC(C2(N(C)C(=O)OC(C)(C)C)CC2)C1, C, CCO, [Pd]. Yields the product CN(C(=O)OC(C)(C)C)C1(C2CCNC2)CC1. As a reaction SMILES: [C:1]([CH3:2])([CH3:3])([CH3:4])[O:5][C:6](=[O:7])[N:8]([CH3:9])[C:10]1([CH:13]2[CH2:14][N:15]([CH:18]([c:19]3[cH:20][cH:21][cH:22][cH:23][cH:24]3)[CH3:25])[CH2:16][CH2:17]2)[CH2:11][CH2:12]1.[C:29].[CH3:26][CH2:27][OH:28].[Pd:30]>>[C:1]([CH3:2])([CH3:3])([CH3:4])[O:5][C:6](=[O:7])[N:8]([CH3:9])[C:10]1([CH:13]2[CH2:14][NH:15][CH2:16][CH2:17]2)[CH2:11][CH2:12]1. The reactants are C(C1=CC=CC=C1)=NC1[C@@H]2N(C(=C(CS2)CI)C(=O)OCC2=CC=C(C=C2)OC)C1=O (p-methoxybenzyl 7-benzylideneamino-3-iodomethyl-3-cephem-4-carboxylate), CC(=O)C (acetone), C(C)(C)OC(C)C (isopropyl ether), Cl (hydrochloric acid). Run in C(=O)O (formic acid). Run at time 1.5 hour. The product is Cl.NC1[C@@H]2N(C(=C(CS2)CI)C(=O)O)C1=O (7-amino-3-iodomethyl-3-cephem-4-carboxylic acid hydrochloride). The yield is 53.7%. RXN SMILES: C(=[N:8][CH:9]1[C:30](=[O:31])[N:11]2[C:12]([C:18]([O:20]CC3C=CC(OC)=CC=3)=[O:19])=[C:13]([CH2:16][I:17])[CH2:14][S:15][C@H:10]12)C1C=CC=CC=1.[ClH:32].CC(C)=O.C(OC(C)C)(C)C>C(O)=O>[ClH:32].[NH2:8][CH:9]1[C:30](=[O:31])[N:11]2[C:12]([C:18]([OH:20])=[O:19])=[C:13]([CH2:16][I:17])[CH2:14][S:15][C@H:10]12 |f:5.6|. Procedure details: 3.25 g (59.3 mM) of p-methoxybenzyl 7-benzylideneamino-3-iodomethyl-3-cephem-4-carboxylate was dissolved in 55 ml of 99% formic acid. Under cooling with ice, 23 ml of concentrated hydrochloric acid was added to this solution, and the mixture was stirred at room temperature for 1.5 hours. To the reaction solution, 200 ml of acetone and 400 ml of isopropyl ether were added. Precipitates were collected by filtration, washed with acetone and dried to obtain 12 g (yield: 53.7%) of 7-amino-3-iodomethy... Solvent: CO (methanol). Reaction SMILES: Cl.[CH3:2][N:3]([CH2:5][C:6]1[O:30][C:9]2[CH2:10][N:11]([C:14](=[O:29])[C:15]3[CH:20]=[CH:19][C:18]([C:21](=[O:28])[C:22]4[CH:27]=[CH:26][CH:25]=[CH:24][CH:23]=4)=[CH:17][CH:16]=3)[CH2:12][CH2:13][C:8]=2[CH:7]=1)[CH3:4].[BH4-].[Na+].[OH-].[Na+]>CO>[CH3:4][N:3]([CH2:5][C:6]1[O:30][C:9]2[CH2:10][N:11]([C:14]([C:15]3[CH:20]=[CH:19][C:18]([CH:21]([C:22]4[CH:27]=[CH:26][CH:25]=[CH:24][CH:23]=4)[OH:28])=[CH:17][CH:16]=3)=[O:29])[CH2:12][CH2:13][C:8]=2[CH:7]=1)[CH3:2] |f:0.1,2.3,4.5|. Starting materials: Cl.CN(C)CC1=CC2=C(CN(CC2)C(C2=CC=C(C=C2)C(C2=CC=CC=C2)=O)=O)O1 (N,N-dimethyl-[6-(4-benzoylbenzoyl)-4,5,6,7-tetrahydrofuro[2,3-c]pyridin-2-ylmethyl]amine hydrochloride), [BH4-].[Na+] (sodium borohydride), [OH-].[Na+] (sodium hydroxide). Run at time 8 hour. Product: CN(C)CC1=CC2=C(CN(CC2)C(=O)C2=CC=C(C=C2)C(O)C2=CC=CC=C2)O1 (4-(2-dimethylaminomethyl-5,7-dihydro-4H-furo[2,3-c]pyridin-6-ylcarbonyl)phenylphenylmethanol). Reported procedure: To a solution of 0.196 g (0.461 mmol) of N,N-dimethyl-[6-(4-benzoylbenzoyl)-4,5,6,7-tetrahydrofuro[2,3-c]pyridin-2-ylmethyl]amine hydrochloride in 10 ml of methanol, 70 mg (1.9 mmol) of sodium borohydride was added under ice-cooling, followed by overnight stirring at room temperature. Aqueous sodium hydroxide was added, followed by 3 extractions with dichloromethane. The combined organic layer was dried over anhydrous magnesium sulfate; the solvent was distilled off under reduced pressure to yie... Starting materials: C(C=C)OC=1C=C(NCC)C(=CC1C(C)=O)C(C)=O (3-Allyloxy-4,6-diacetyl-N-ethylaniline), CN1CCCC1=O (NMP). Reagents/catalysts: [Pd] (Pd/C). Run in C(C)O (ethanol). Yields the product C(C)(=O)C1=C(C(=C(C(=C1)C(C)=O)O)CCC)NCC (4,6-Diacetyl-3-ethylamino-2-propylphenol). The yield is 63.0%. Reaction SMILES: C([O:4][C:5]1[CH:6]=[C:7]([C:11]([C:17](=[O:19])[CH3:18])=[CH:12][C:13]=1[C:14](=[O:16])[CH3:15])[NH:8][CH2:9][CH3:10])C=C.CN1C(=O)[CH2:24][CH2:23][CH2:22]1>C(O)C.[Pd]>[C:17]([C:11]1[CH:12]=[C:13]([C:14](=[O:16])[CH3:15])[C:5]([OH:4])=[C:6]([CH2:22][CH2:23][CH3:24])[C:7]=1[NH:8][CH2:9][CH3:10])(=[O:19])[CH3:18]. Procedure: The product of step (b) (0.013 mole) was heated in NMP (25 ml) at reflux under nitrogen for 1 hour. After cooling to room temperature, the mixture was diluted with ethanol (25 ml), and hydrogenated over 5% Pd/C at 15-20 psi for 21/2 hours. After filtration, the mixture was poured into water, the grey solid isolated by filtration, and recrystallised from ethanol to give the title compound. Yield 63%, mp 114°-115° C. Starting materials: COC1=CC=C(C=C1)[C@H](C)N ((S)-1-(4-methoxy-phenyl)-ethylamine), Br (HBr). Run at temperature 100 celsius, time 4 hour. Yields the product Br.N[C@@H](C)C1=CC=C(C=C1)O ((S)-4-(1-Amino-ethyl)-phenol hydrobromid). Reaction SMILES: C[O:2][C:3]1[CH:8]=[CH:7][C:6]([C@@H:9]([NH2:11])[CH3:10])=[CH:5][CH:4]=1.[BrH:12]>>[BrH:12].[NH2:11][C@H:9]([C:6]1[CH:7]=[CH:8][C:3]([OH:2])=[CH:4][CH:5]=1)[CH3:10] |f:2.3|. Procedure details: To 11.0 g (72.7 mmol) (S)-1-(4-methoxy-phenyl)-ethylamine is added carefully 30 mL HBr (30% in HOAc). The mixture is stirred at 100° C. for 4 h. After cooling down to r.t., the solvent is removed in vacuo and the residue is dried in vacuo. The resulting product is used without further purification. Starting materials: O=C([O-])[O-], COS(=O)(=O)OC, C=C(C)CC(=NO)C(C)=O, CC(C)=O, [K+], [K+]. Product: C=C(C)CC(=NOC)C(C)=O. As a reaction SMILES: [C:11](=[O:12])([O-:13])[O-:14].[CH3:17][O:18][S:19]([O:20][CH3:21])(=[O:22])=[O:23].[CH3:1][C:2]([CH2:3][C:4]([C:5]([CH3:6])=[O:7])=[N:8][OH:9])=[CH2:10].[CH3:24][C:25](=[O:26])[CH3:27].[K+:15].[K+:16]>>[CH3:1][C:2]([CH2:3][C:4]([C:5]([CH3:6])=[O:7])=[N:8][O:9][CH3:11])=[CH2:10].